This data is from the Open Reaction Database (ORD), a public repository of structured organic reaction records. The task is: describe an organic reaction: reactants, conditions, products, and yield The product is FC1=C(C=CC(=C1F)OC[C@H](CCCCCCCC)F)C1=NC=C(C=N1)C=1C=NC(=CC1)OCCCCCCCC (2-[2,3-difluoro-4-(2-(S)-fluorodecyloxy)phenyl]-5-(6-octyloxypyridin-3-yl)pyrimidine). RXN SMILES: N(C(OCC)=O)=NC(OCC)=O.C1(P(C2C=CC=CC=2)C2C=CC=CC=2)C=CC=CC=1.[F:32][C:33]1[C:38]([F:39])=[C:37]([OH:40])[CH:36]=[CH:35][C:34]=1[C:41]1[N:46]=[CH:45][C:44]([C:47]2[CH:48]=[N:49][C:50]([O:53][CH2:54][CH2:55][CH2:56][CH2:57][CH2:58][CH2:59][CH2:60][CH3:61])=[CH:51][CH:52]=2)=[CH:43][N:42]=1.[F:62][C@@H:63]([CH2:66][CH2:67][CH2:68][CH2:69][CH2:70][CH2:71][CH2:72][CH3:73])[CH2:64]O>C1COCC1>[F:32][C:33]1[C:38]([F:39])=[C:37]([O:40][CH2:64][C@@H:63]([F:62])[CH2:66][CH2:67][CH2:68][CH2:69][CH2:70][CH2:71][CH2:72][CH3:73])[CH:36]=[CH:35][C:34]=1[C:41]1[N:46]=[CH:45][C:44]([C:47]2[CH:48]=[N:49][C:50]([O:53][CH2:54][CH2:55][CH2:56][CH2:57][CH2:58][CH2:59][CH2:60][CH3:61])=[CH:51][CH:52]=2)=[CH:43][N:42]=1. The yield is 87.5%. The solvent is C1CCOC1 (THF). Conditions: time 20 minute. Reactants: N(=NC(=O)OCC)C(=O)OCC (diethyl azodicarboxylate), C1(=CC=CC=C1)P(C1=CC=CC=C1)C1=CC=CC=C1 (triphenylphosphine), FC1=C(C=CC(=C1F)O)C1=NC=C(C=N1)C=1C=NC(=CC1)OCCCCCCCC (2-(2,3-difluoro-4-hydroxyphenyl)-5-(6-octyloxypyridin-3-yl)pyrimidine), F[C@H](CO)CCCCCCCC (2-(S)-fluorodecanol). Procedure: 3.2 mmol of diethyl azodicarboxylate are added dropwise at 0° C. to 3.2 mmol of triphenylphosphine in 20 ml of THF, and the mixture is stirred at room temperature for a further 20 minutes. 2.4 mmol of 2-(2,3-difluoro-4-hydroxyphenyl)-5-(6-octyloxypyridin-3-yl)pyrimidine and 2.4 mmol of 2-(S)-fluorodecanol are then added, and the reaction mixture is allowed to stand overnight. After the solvent has been removed in vacuo, the crude product is chromatographed on silica gel 60 using dichloromethane/... Starting materials: C(C1=CC=CC=C1)N1CCC(CC1)C(=O)OCC (1-benzyl-4-ethoxycarbonylpiperidine), C(=O)N (formamide), C[O-].[Na+] (sodium methoxide). Run in CN(C=O)C (N,N-dimethylformamide), CO (methanol). The product is C(C1=CC=CC=C1)N1CCC(CC1)C(N)=O (1-benzyl-4-carbamoylpiperidine). RXN SMILES: [CH2:1]([N:8]1[CH2:13][CH2:12][CH:11]([C:14]([O:16]CC)=O)[CH2:10][CH2:9]1)[C:2]1[CH:7]=[CH:6][CH:5]=[CH:4][CH:3]=1.C([NH2:21])=O.C[O-].[Na+]>CN(C)C=O.CO>[CH2:1]([N:8]1[CH2:13][CH2:12][CH:11]([C:14](=[O:16])[NH2:21])[CH2:10][CH2:9]1)[C:2]1[CH:7]=[CH:6][CH:5]=[CH:4][CH:3]=1 |f:2.3|. Procedure: To a mixture of 1-benzyl-4-ethoxycarbonylpiperidine (6.88 g) and formamide (3.71 ml) in N,N-dimethylformamide (30 ml) was added 28% sodium methoxide solution in methanol (4.0 ml) at 100° C. under stirring. After stirring at 100° C. for 1 hour, the mixture was evaporated in vacuo. The residue was dissolved in ethyl acetate and washed with water and brine and dried over magnesium sulfate, and evaporated in vacuo. The residue was recrystallized from ether to give 1-benzyl-4-carbamoylpiperidine (2.8... Reactants: [Br-], CC(C)C[Zn+], C1CCOC1, COC(=O)c1cc(Br)ccc1NC(=O)COCC(=O)N1CCN(C(c2ccccc2)c2ccccc2)CC1, c1ccc(P(c2ccccc2)(c2ccccc2)[Pd](P(c2ccccc2)(c2ccccc2)c2ccccc2)(P(c2ccccc2)(c2ccccc2)c2ccccc2)P(c2ccccc2)(c2ccccc2)c2ccccc2)cc1. Yields the product COC(=O)c1cc(CC(C)C)ccc1NC(=O)COCC(=O)N1CCN(C(c2ccccc2)c2ccccc2)CC1. RXN SMILES: [Br-:39].[CH2:40]([CH:41]([CH3:42])[CH3:43])[Zn+:44].[CH2:45]1[O:46][CH2:47][CH2:48][CH2:49]1.[CH:1]([c:2]1[cH:3][cH:4][cH:5][cH:6][cH:7]1)([c:8]1[cH:9][cH:10][cH:11][cH:12][cH:13]1)[N:14]1[CH2:15][CH2:16][N:17]([C:20]([CH2:21][O:22][CH2:23][C:24](=[O:25])[NH:26][c:27]2[c:28]([C:29](=[O:30])[O:31][CH3:32])[cH:33][c:34]([Br:37])[cH:35][cH:36]2)=[O:38])[CH2:18][CH2:19]1.[cH:50]1[cH:51][cH:52][c:53]([P:54]([Pd:55]([P:56]([c:57]2[cH:58][cH:59][cH:60][cH:61][cH:62]2)([c:63]2[cH:64][cH:65][cH:66][cH:67][cH:68]2)[c:69]2[cH:70][cH:71][cH:72][cH:73][cH:74]2)([P:75]([c:76]2[cH:77][cH:78][cH:79][cH:80][cH:81]2)([c:82]2[cH:83][cH:84][cH:85][cH:86][cH:87]2)[c:88]2[cH:89][cH:90][cH:91][cH:92][cH:93]2)[P:94]([c:95]2[cH:96][cH:97][cH:98][cH:99][cH:100]2)([c:101]2[cH:102][cH:103][cH:104][cH:105][cH:106]2)[c:107]2[cH:108][cH:109][cH:110][cH:111][cH:112]2)([c:113]2[cH:114][cH:115][cH:116][cH:117][cH:118]2)[c:119]2[cH:120][cH:121][cH:122][cH:123][cH:124]2)[cH:125][cH:126]1>>[CH:1]([c:2]1[cH:3][cH:4][cH:5][cH:6][cH:7]1)([c:8]1[cH:9][cH:10][cH:11][cH:12][cH:13]1)[N:14]1[CH2:15][CH2:16][N:17]([C:20]([CH2:21][O:22][CH2:23][C:24](=[O:25])[NH:26][c:27]2[c:28]([C:29](=[O:30])[O:31][CH3:32])[cH:33][c:34]([CH2:40][CH:41]([CH3:42])[CH3:43])[cH:35][cH:36]2)=[O:38])[CH2:18][CH2:19]1. Reagents/catalysts: [Pd] (Pd/C). Reaction SMILES: C(OC(=O)[NH:10][C@@H:11]([CH2:40][CH2:41][NH:42][C:43]([O:45][C:46]([CH3:49])([CH3:48])[CH3:47])=[O:44])[C:12](=[O:39])[NH:13][CH2:14][CH2:15][CH2:16][C@H:17]([NH:31][C:32]([O:34][C:35]([CH3:38])([CH3:37])[CH3:36])=[O:33])[C:18](=[O:30])[NH:19][CH2:20][CH2:21][NH:22][C:23](=[O:29])[O:24][C:25]([CH3:28])([CH3:27])[CH3:26])C1C=CC=CC=1>C(O)C.[Pd]>[NH2:10][C@@H:11]([CH2:40][CH2:41][NH:42][C:43]([O:45][C:46]([CH3:49])([CH3:48])[CH3:47])=[O:44])[C:12]([NH:13][CH2:14][CH2:15][CH2:16][C@@H:17]([C:18]([NH:19][CH2:20][CH2:21][NH:22][C:23]([O:24][C:25]([CH3:28])([CH3:26])[CH3:27])=[O:29])=[O:30])[NH:31][C:32]([O:34][C:35]([CH3:36])([CH3:37])[CH3:38])=[O:33])=[O:39]. The reactants are C(C1=CC=CC=C1)OC(N[C@H](C(NCCC[C@@H](C(NCCNC(OC(C)(C)C)=O)=O)NC(=O)OC(C)(C)C)=O)CCNC(=O)OC(C)(C)C)=O (Benzyl((1S,7S)-7-[(tert-butoxycarbonyl)amino]-1-{2-[(tert-butoxycarbonyl)amino]ethyl}-15,15-dimethyl-2,8,13-trioxo-14-oxa-3,9,12-triazahexadec-1-yl)carbamate). The product is N[C@H](C(=O)NCCC[C@H](NC(=O)OC(C)(C)C)C(=O)NCCNC(=O)OC(C)(C)C)CCNC(=O)OC(C)(C)C (N5-{(2S)-2-Amino-4-[(tert-butoxycarbonyl)amino]butanoyl}-N2-(tert-butoxycarbonyl)-N-{2-[(tert-butoxycarbonyl)amino]ethyl}-L-ornithinamide). Reported procedure: 355 mg (0.5 mmol) of the compound from Example 267A are dissolved in 17 ml of ethanol, and 36 mg (0.03 mmol) of Pd/C (10%) are added. The mixture is hydrogenated under atmospheric pressure overnight and, after filtration through celite, the filtrate is concentrated in vacuo. The solid obtained in this way is reacted further without purification. The solvent is C(C)O (ethanol). Starting materials: B, ClC(Cl)Cl, CC(C)(C)C(=O)C(=Cc1ccc(Cl)cc1)n1cncn1, CC(C)CC(N)C(O)(c1ccccc1)c1ccccc1, C1CCOC1. The product is CC(C)(C)C(O)C(=Cc1ccc(Cl)cc1)n1cncn1. RXN SMILES: [BH3:26].[CH:47]([Cl:48])([Cl:49])[Cl:50].[Cl:27][c:28]1[cH:29][cH:30][c:31]([CH:34]=[C:35]([C:36]([C:37]([CH3:38])([CH3:39])[CH3:40])=[O:41])[n:42]2[n:43][cH:44][n:45][cH:46]2)[cH:32][cH:33]1.[NH2:1][CH:2]([CH2:3][CH:4]([CH3:5])[CH3:6])[C:7]([c:8]1[cH:9][cH:10][cH:11][cH:12][cH:13]1)([c:14]1[cH:15][cH:16][cH:17][cH:18][cH:19]1)[OH:20].[O:21]1[CH2:22][CH2:23][CH2:24][CH2:25]1>>[Cl:27][c:28]1[cH:29][cH:30][c:31]([CH:34]=[C:35]([CH:36]([C:37]([CH3:38])([CH3:39])[CH3:40])[OH:41])[n:42]2[n:43][cH:44][n:45][cH:46]2)[cH:32][cH:33]1. The reactants are CCCCOc1cc(C)c(NC(=O)C(C)Br)c(C)c1, CN, c1ccccc1. Yields the product CCCCOc1cc(C)c(NC(=O)C(C)NC)c(C)c1. Reaction SMILES: [Br:3][CH:4]([C:5](=[O:6])[NH:7][c:8]1[c:9]([CH3:20])[cH:10][c:11]([O:15][CH2:16][CH2:17][CH2:18][CH3:19])[cH:12][c:13]1[CH3:14])[CH3:21].[CH3:1][NH2:2].[cH:22]1[cH:23][cH:24][cH:25][cH:26][cH:27]1>>[CH3:1][NH:2][CH:4]([C:5](=[O:6])[NH:7][c:8]1[c:9]([CH3:20])[cH:10][c:11]([O:15][CH2:16][CH2:17][CH2:18][CH3:19])[cH:12][c:13]1[CH3:14])[CH3:21]. Reactants: C(C)(C)(C)OC(=O)N(C)C[C@@H]1CC[C@H](CC1)C(=O)O (trans-4-[(tert-butoxycarbonyl-methyl-amino)-methyl]-cyclohexanecarboxylic acid), Cl (HCl). Run in O1CCOCC1 (dioxane), O1CCOCC1 (dioxane). Reaction conditions: temperature 10 celsius. The product is CNC[C@@H]1CC[C@H](CC1)C(=O)O.Cl (trans-4-methylaminomethyl-cyclohexanecarboxylic acid·HCl). Isolated yield 90.0%. RXN SMILES: C(O[C:6]([N:8]([CH2:10][C@H:11]1[CH2:16][CH2:15][C@H:14]([C:17]([OH:19])=[O:18])[CH2:13][CH2:12]1)C)=O)(C)(C)C.[ClH:20]>O1CCOCC1>[CH3:6][NH:8][CH2:10][C@H:11]1[CH2:16][CH2:15][C@H:14]([C:17]([OH:19])=[O:18])[CH2:13][CH2:12]1.[ClH:20] |f:3.4|. Procedure details: A solution of 3.86 g (14.23 mmol) of trans-4-[(tert-butoxycarbonyl-methyl-amino)-methyl]-cyclohexanecarboxylic acid was dissolved in 36 mL of dioxane, cooled to 10° C. and treated with 35.5 mL (142.25 mmol, 10 eq) of 4M HCl in dioxane, then warmed to RT. The solution was evaporated after 2 h to ca. 15 mL, cooled to 0° C. and precipitated with ˜100 mL of Et2O. The solid precipitate was filtrated, washed with Et2O (×3) and dried under reduced pressure to yield 2.66 g (90%) of trans-4-methylaminome... Procedure: The desired compound was prepared according to the procedure of Example A42 using N-[6-chloro-2,4,8,18,22-pentaazatetracyclo[14.3.1.1(3,7).1(9,13)]docosa-1(20),3(22),4,6,9(21),10,12,16,18-nonaen-12-yl]-2-piperidin-4-ylacetamide tris(trifluoroacetate) and pyridine-3-sulfonyl chloride hydrochloride as starting materials in 31% yield. LCMS for C29H30ClN8O3S (M+H)+: m/z=605.2. Reactants: FC(C(=O)O)(F)F.FC(C(=O)O)(F)F.FC(C(=O)O)(F)F.ClC=1C=NC=2NC=3C=NC=C(CCC4=C(C=CC(NC1N2)=C4)NC(CC4CCNCC4)=O)C3 (N-[6-chloro-2,4,8,18,22-pentaazatetracyclo[14.3.1.1(3,7).1(9,13)]docosa-1(20),3(22),4,6,9(21),10,12,16,18-nonaen-12-yl]-2-piperidin-4-ylacetamide tris(trifluoroacetate)), Cl.N1=CC(=CC=C1)S(=O)(=O)Cl (pyridine-3-sulfonyl chloride hydrochloride). Yield: 31.0%. Yields the product FC(C(=O)O)(F)F.FC(C(=O)O)(F)F.FC(C(=O)O)(F)F.ClC=1C=NC=2NC=3C=NC=C(CCC4=C(C=CC(NC1N2)=C4)NC(CC4CCN(CC4)S(=O)(=O)C=4C=NC=CC4)=O)C3 (N-[6-Chloro-2,4,8,18,22-pentaazatetracyclo[14.3.1.1(3,7).1(9,13)]docosa-1(20),3(22),4,6,9(21),10,12,16,18-nonaen-12-yl]-2-[1-(pyridin-3-ylsulfonyl)piperidin-4-yl]acetamide tris(trifluoroacetate)). Reaction SMILES: [F:1][C:2]([F:7])([F:6])[C:3]([OH:5])=[O:4].[F:8][C:9]([F:14])([F:13])[C:10]([OH:12])=[O:11].[F:15][C:16]([F:21])([F:20])[C:17]([OH:19])=[O:18].[Cl:22][C:23]1[CH:24]=[N:25][C:26]2[NH:27][C:28]3[CH:29]=[N:30][CH:31]=[C:32]([CH:54]=3)[CH2:33][CH2:34][C:35]3[CH:43]=[C:39]([NH:40][C:41]=1[N:42]=2)[CH:38]=[CH:37][C:36]=3[NH:44][C:45](=[O:53])[CH2:46][CH:47]1[CH2:52][CH2:51][NH:50][CH2:49][CH2:48]1.Cl.[N:56]1[CH:61]=[CH:60][CH:59]=[C:58]([S:62](Cl)(=[O:64])=[O:63])[CH:57]=1>>[F:1][C:2]([F:7])([F:6])[C:3]([OH:5])=[O:4].[F:8][C:9]([F:14])([F:13])[C:10]([OH:12])=[O:11].[F:15][C:16]([F:21])([F:20])[C:17]([OH:19])=[O:18].[Cl:22][C:23]1[CH:24]=[N:25][C:26]2[NH:27][C:28]3[CH:29]=[N:30][CH:31]=[C:32]([CH:54]=3)[CH2:33][CH2:34][C:35]3[CH:43]=[C:39]([NH:40][C:41]=1[N:42]=2)[CH:38]=[CH:37][C:36]=3[NH:44][C:45](=[O:53])[CH2:46][CH:47]1[CH2:52][CH2:51][N:50]([S:62]([C:58]2[CH:57]=[N:56][CH:61]=[CH:60][CH:59]=2)(=[O:64])=[O:63])[CH2:49][CH2:48]1 |f:0.1.2.3,4.5,6.7.8.9|.